This data is from the Open Reaction Database (ORD), a public repository of structured organic reaction records. The task is: describe an organic reaction: reactants, conditions, products, and yield The reactants are COC(=O)Cc1cccn1C, O=[N+]([O-])c1ccc(Cl)cc1, [H-], [Na+], CN(C)C=O. The product is COC(=O)C(c1ccc([N+](=O)[O-])cc1)c1cccn1C. RXN SMILES: [CH3:1][n:2]1[c:3]([CH2:7][C:8](=[O:9])[O:10][CH3:11])[cH:4][cH:5][cH:6]1.[Cl:12][c:13]1[cH:14][cH:15][c:16]([N+:19](=[O:20])[O-:21])[cH:17][cH:18]1.[H-:22].[Na+:23].[O:24]=[CH:25][N:26]([CH3:27])[CH3:28]>>[CH3:1][n:2]1[c:3]([CH:7]([C:8](=[O:9])[O:10][CH3:11])[c:13]2[cH:14][cH:15][c:16]([N+:19](=[O:20])[O-:21])[cH:17][cH:18]2)[cH:4][cH:5][cH:6]1. Reactants: OC1(CCNCC1)C1=CC=CC=C1 (4-hydroxy-4-phenylpiperidine), C1(=CC=CC=C1)C=1CCNCC1 (4-phenyl-1,2,3,6-tetrahydropyridine), OC1(CCN(CC1)CCCCN1C(C2=CC=CC=3C2=C(C1O)C=CC3)=O)C3=CC=CC=C3 (2-[4-[4-Hydroxy-4-phenyl-1-piperidinyl)butyl]-2,3-dihydro-3-hydroxy-1H-benz[de]isoquinolin-1-one). The product is OC1(CCN(CC1)CCCCCCN1C(C2=CC=CC=3C2=C(C1O)C=CC3)=O)C3=CC=CC=C3 (2[6-(4-Hydroxy-4-phenyl-1-piperidinyl)hexyl]-2,3-dihydro-3-hydroxy-1H-benz[de]isoquinolin-1-one). RXN SMILES: [OH:1][C:2]1([C:8]2[CH:13]=[CH:12][CH:11]=[CH:10][CH:9]=2)[CH2:7][CH2:6][NH:5][CH2:4][CH2:3]1.[C:14]1(C2CCNCC=2)[CH:19]=[CH:18][CH:17]=[CH:16][CH:15]=1.OC1(C2C=CC=CC=2)CCN(CCCC[N:37]2[CH:46]([OH:47])[C:45]3[CH:48]=[CH:49][CH:50]=[C:43]4[C:44]=3[C:39](=[CH:40][CH:41]=[CH:42]4)[C:38]2=[O:51])CC1>>[OH:1][C:2]1([C:8]2[CH:13]=[CH:12][CH:11]=[CH:10][CH:9]=2)[CH2:7][CH2:6][N:5]([CH2:18][CH2:19][CH2:14][CH2:15][CH2:16][CH2:17][N:37]2[CH:46]([OH:47])[C:45]3[CH:48]=[CH:49][CH:50]=[C:43]4[C:44]=3[C:39](=[CH:40][CH:41]=[CH:42]4)[C:38]2=[O:51])[CH2:4][CH2:3]1. Reported procedure: Following the procedure of example 4 but substituting 4-hydroxy-4-phenylpiperidine for the 4-phenyl-1,2,3,6-tetrahydropyridine in part (b), one obtains the titled compound.